Dataset: the Open Reaction Database (ORD), a public repository of structured organic reaction records. Task: describe an organic reaction: reactants, conditions, products, and yield The reactants are II (iodine), C(C1=CC=CC=C1)OC=1C=C(C=O)C=CC1 (3-benzyloxybenzaldehyde), [Cl-].[NH4+] (ammonium chloride), BrC1=C(C=CC=C1)C=1OC(=C(N1)C1=CC=CC=C1)C1=CC=CC=C1 (2-(2-bromophenyl)-4,5-diphenyloxazole), [Mg] (magnesium). Solvent: O1CCCC1 (tetrahydrofuran), O1CCCC1 (tetrahydrofuran), O1CCCC1 (tetrahydrofuran). Run at time 8 hour. Product: C1(=CC=CC=C1)C=1N=C(OC1C1=CC=CC=C1)C1=C(C(C2=CC(=CC=C2)OCC2=CC=CC=C2)O)C=CC=C1 (2-(4,5-diphenyl-2-oxazolyl)-3'-benzyloxybenzhydrol). Yield: 54.5%. As a reaction SMILES: Br[C:2]1[CH:7]=[CH:6][CH:5]=[CH:4][C:3]=1[C:8]1[O:9][C:10]([C:19]2[CH:24]=[CH:23][CH:22]=[CH:21][CH:20]=2)=[C:11]([C:13]2[CH:18]=[CH:17][CH:16]=[CH:15][CH:14]=2)[N:12]=1.[Mg].II.[CH2:28]([O:35][C:36]1[CH:37]=[C:38]([CH:41]=[CH:42][CH:43]=1)[CH:39]=[O:40])[C:29]1[CH:34]=[CH:33][CH:32]=[CH:31][CH:30]=1.[Cl-].[NH4+]>O1CCCC1>[C:13]1([C:11]2[N:12]=[C:8]([C:3]3[CH:4]=[CH:5][CH:6]=[CH:7][C:2]=3[CH:39]([OH:40])[C:38]3[CH:41]=[CH:42][CH:43]=[C:36]([O:35][CH2:28][C:29]4[CH:34]=[CH:33][CH:32]=[CH:31][CH:30]=4)[CH:37]=3)[O:9][C:10]=2[C:19]2[CH:24]=[CH:23][CH:22]=[CH:21][CH:20]=2)[CH:18]=[CH:17][CH:16]=[CH:15][CH:14]=1 |f:4.5|. Procedure details: A solution of 2-(2-bromophenyl)-4,5-diphenyloxazole (3.0 g) in tetrahydrofuran (15 ml) was added dropwise to a stirred mixture of magnesium (213 mg) and a slight amount of iodine in tetrahydrofuran (15 ml) at room temperature under a nitrogen atmosphere and the resulting mixture was stirred at 70° C. for 3 hours. The reaction mixture was added slowly to a solution of 3-benzyloxybenzaldehyde (1.69 g) in tetrahydrofuran (6 ml) under dry ice-acetone cooling and a nitrogen atmosphere. The resulting ... The reactants are NaH2PO4, OO (H2O2), [O-]Cl=O.[Na+] (NaClO2), BrC1=CC(=C(C=O)C=C1C)F (4-bromo-2-fluoro-5-methyl-benzaldehyde), Cl (HCl). Solvent: O (H2O), O (H2O), CC#N (MeCN). Conditions: time 14 hour. Product: BrC1=CC(=C(C(=O)O)C=C1C)F (4-bromo-2-fluoro-5-methyl-benzoic acid). Yield: 100.3%. As a reaction SMILES: [OH:1]O.[O-]Cl=O.[Na+].[Br:7][C:8]1[C:15]([CH3:16])=[CH:14][C:11]([CH:12]=[O:13])=[C:10]([F:17])[CH:9]=1.Cl>O.CC#N>[Br:7][C:8]1[C:15]([CH3:16])=[CH:14][C:11]([C:12]([OH:1])=[O:13])=[C:10]([F:17])[CH:9]=1 |f:1.2|. Reported procedure: NaH2PO4 (418 mg, 3.48 mmol) in H2O (17.6 ml), a 35% aqueous H2O2 solution (2.5 ml, 25.7 mmol) and NaClO2 (2.23 g, 24.7 mmol) in H2O (34.9 ml) were sequentially added to a mixture of 4-bromo-2-fluoro-5-methyl-benzaldehyde (3.74 g, 17.2 mmol) in MeCN (52 ml) at 0° C. The mixture was stirred at room temperature for 14 hours, and then made acidic (pH 3) with a 10% aqueous HCl solution and extracted with ethyl acetate (3×100 ml). The organic layers were washed with H2O (70 ml), and then dried over Mg... Starting materials: di-(2,2-dimethyl-11-isopropyl-11-amino-undeca-4,8-dienal) hydrazone, CC(C=NNC(=O)N)(CC=CCCC=CCC(N)C(C)C)C (2,2-dimethyl-11-isopropyl-11-amino-undeca-4,8-dienal semicarbazone), CC(C=NO)(CC=CCCC=CCC(N)C(C)C)C (2,2-dimethyl-11-isopropyl-11-amino-undeca-4,8-dienal oxime), C1(=CC=CC=C1)NN.CC(C=O)(CC=CCCC=CCC(N)C(C)C)C (2,2-dimethyl-11-isopropyl-11-amino-undeca-4,8-dienal phenylhydrazine). Yields the product CC(C=O)(CCCCCCCCC(N)C(C)C)C.C(C1=CC=CC=C1)N (2,2-dimethyl-11-isopropyl-11-amino-undecanal benzylamine), C(C)(C)C(CCCCCCCCC(CN)(C)C)N (1-isopropyl-10,10-dimethyl-1,11-diamino-undecane). RXN SMILES: CC(C)(CC=[CH:8][CH2:9][CH2:10][CH:11]=[CH:12][CH2:13][CH:14](C(C)C)[NH2:15])C=NO.C1(NN)C=CC=CC=1.[CH3:28][C:29]([CH3:45])([CH2:32][CH:33]=[CH:34][CH2:35][CH2:36][CH:37]=[CH:38][CH2:39][CH:40]([CH:42]([CH3:44])[CH3:43])[NH2:41])[CH:30]=[O:31].[CH3:46][C:47]([CH3:67])([CH2:54][CH:55]=[CH:56][CH2:57][CH2:58][CH:59]=[CH:60][CH2:61][CH:62]([CH:64]([CH3:66])[CH3:65])[NH2:63])[CH:48]=[N:49]NC(N)=O>>[CH3:28][C:29]([CH3:45])([CH2:32][CH2:33][CH2:34][CH2:35][CH2:36][CH2:37][CH2:38][CH2:39][CH:40]([CH:42]([CH3:43])[CH3:44])[NH2:41])[CH:30]=[O:31].[CH2:14]([NH2:15])[C:13]1[CH:8]=[CH:9][CH:10]=[CH:11][CH:12]=1.[CH:64]([CH:62]([NH2:63])[CH2:61][CH2:60][CH2:59][CH2:58][CH2:57][CH2:56][CH2:55][CH2:54][C:47]([CH3:46])([CH3:67])[CH2:48][NH2:49])([CH3:66])[CH3:65] |f:1.2,4.5|. Procedure: When the above example is repeated using, in place of 2,2-dimethyl-11-isopropyl-11-amino-undeca-4,8-dienal oxime, 34.1 g (0.1 mol) of 2,2-dimethyl-11-isopropyl-11-amino-undeca-4,8-dienal phenylhydrazine (prepared according to Example 24), 42 g (0.084 mol) of di-(2,2-dimethyl-11-isopropyl-11-amino-undeca-4,8-dienal) hydrazone (prepared according to Example 25), 26.5 g (0.086 mol) of 2,2-dimethyl-11-isopropyl-11-amino-undeca-4,8-dienal semicarbazone (prepared according to Example 26) or . . . 2,2-... Reactants: [Br-], C1CN(CC2CC2)CCN1, O=C(Cl)Oc1ccc(C(=O)NCCc2ccc(Cl)cc2)cc1, [K+]. The product is O=C(NCCc1ccc(Cl)cc1)c1ccc(OC(=O)N2CCN(CC3CC3)CC2)cc1. As a reaction SMILES: [Br-:33].[CH:23]1([CH2:26][N:27]2[CH2:28][CH2:29][NH:30][CH2:31][CH2:32]2)[CH2:24][CH2:25]1.[Cl:1][C:2](=[O:3])[O:4][c:5]1[cH:6][cH:7][c:8]([C:11]([NH:12][CH2:13][CH2:14][c:15]2[cH:16][cH:17][c:18]([Cl:21])[cH:19][cH:20]2)=[O:22])[cH:9][cH:10]1.[K+:34]>>[C:2](=[O:3])([O:4][c:5]1[cH:6][cH:7][c:8]([C:11]([NH:12][CH2:13][CH2:14][c:15]2[cH:16][cH:17][c:18]([Cl:21])[cH:19][cH:20]2)=[O:22])[cH:9][cH:10]1)[N:30]1[CH2:29][CH2:28][N:27]([CH2:26][CH:23]2[CH2:24][CH2:25]2)[CH2:32][CH2:31]1. The reactants are ClC1=NC(=NC(=C1)Cl)NC(C(=O)NCC(F)(F)F)C (2-(4,6-dichloro-pyrimidin-2-ylamino)-N-(2,2,2-trifluoro-ethyl)-propionamide), amine, C(C)(C)N(CC)C(C)C (diisopropylethylamine), CC1(OB(OC1(C)C)C1=CN(C=2N=CN=CC21)S(=O)(=O)C2=CC=C(C=C2)C)C (5-(4,4,5,5-Tetramethyl-[1,3,2]dioxaborolan-2-yl)-7-(toluene-4-sulfonyl)-7H-pyrrolo[2,3-d]pyrimidine), CC1(OB(OC1(C)C)C1=CN(C=2N=CN=CC21)S(=O)(=O)C2=CC=C(C=C2)C)C (5-(4,4,5,5-Tetramethyl-[1,3,2]dioxaborolan-2-yl)-7-(toluene-4-sulfonyl)-7H-pyrrolo[2,3-d]pyrimidine), O (water), [F-].[Cs+] (CsF). The solvent is COCCOC (DME). Run at temperature 160 celsius, time 1 hour. The product is OC(=O)C(F)(F)F.N1(CCCC1)C1=NC(=NC(=C1)C1=CNC=2N=CN=CC21)NC(C(=O)NCC(F)(F)F)C (2-[4-pyrrolidin-1-yl-6-(7H-pyrrolo[2,3-d]pyrimidin-5-yl)-pyrimidin-2-ylamino]-N-(2,2,2-trifluoro-ethyl)-propionamide TFA salt). As a reaction SMILES: Cl[C:2]1[CH:7]=[C:6](Cl)[N:5]=[C:4]([NH:9][CH:10]([CH3:19])[C:11]([NH:13][CH2:14][C:15]([F:18])([F:17])[F:16])=[O:12])[N:3]=1.[CH:20]([N:23]([CH:26]([CH3:28])C)CC)([CH3:22])C.CC1(C)C(C)(C)OB([C:37]2[C:45]3[CH:44]=[N:43][CH:42]=[N:41][C:40]=3[N:39](S(C3C=CC(C)=CC=3)(=O)=O)[CH:38]=2)[O:31]1.[F-:57].[Cs+].[OH2:59]>COCCOC>[OH:59][C:14]([C:15]([F:18])([F:16])[F:57])=[O:31].[N:23]1([C:2]2[CH:7]=[C:6]([C:37]3[C:45]4[CH:44]=[N:43][CH:42]=[N:41][C:40]=4[NH:39][CH:38]=3)[N:5]=[C:4]([NH:9][CH:10]([CH3:19])[C:11]([NH:13][CH2:14][C:15]([F:18])([F:17])[F:16])=[O:12])[N:3]=2)[CH2:20][CH2:22][CH2:28][CH2:26]1 |f:3.4,7.8|. Procedure: As shown in FIG. 4—step v, to a solution of compound 1019 (31.7 mg, 0.100 mmol) in DME (0.50 mL) was added a nucleophilic amine (pyrrolidine, 10 μL, 0.11 mmol) and diisopropylethylamine (25.8 mg, 34.8 μL, 0.200 mmol). The mixture was heated at 160° C. with microwave for 5 min, followed by the addition of 5-(4,4,5,5-tetramethyl-[1,3,2]dioxaborolan-2-yl)-7H-pyrrolo[2,3-d]pyrimidine (compound 1005, 39.9 mg, 0.100 mmol) and a solution of CsF (30 mg, 0.20 mmol) in water (0.25 mL). The mixture was hea... Starting materials: COC1=C(C=CC=C1)O (2-methoxyphenol), FC1=C(C=CC=C1)C(CCCCCN1CCC(CC1)C=1C=C(C=CC1)NC(C(C)C)=O)O (N-(3-{1-[6-(2-fluorophenyl)-6-hydroxyhexyl]-4-piperidinyl}phenyl)-2-methylpropanamide). The product is FC1=C(C=CC=C1)C(CCCCCN1CCC(CC1)C=1C=C(C=CC1)NC(C(C)C)=O)OC1=C(C=CC=C1)OC (N-(3-{1-[6-(2-FLUOROPHENYL)-6-(2-METHOXYPHENOXY)HEXYL]-4-PIPERIDINYL}PHENYL)-2-METHYLPROPANAMIDE). As a reaction SMILES: [CH3:1][O:2][C:3]1[CH:8]=[CH:7][CH:6]=[CH:5][C:4]=1O.[F:10][C:11]1[CH:16]=[CH:15][CH:14]=[CH:13][C:12]=1[CH:17]([OH:41])[CH2:18][CH2:19][CH2:20][CH2:21][CH2:22][N:23]1[CH2:28][CH2:27][CH:26]([C:29]2[CH:30]=[C:31]([NH:35][C:36](=[O:40])[CH:37]([CH3:39])[CH3:38])[CH:32]=[CH:33][CH:34]=2)[CH2:25][CH2:24]1>>[F:10][C:11]1[CH:16]=[CH:15][CH:14]=[CH:13][C:12]=1[CH:17]([O:41][C:4]1[CH:5]=[CH:6][CH:7]=[CH:8][C:3]=1[O:2][CH3:1])[CH2:18][CH2:19][CH2:20][CH2:21][CH2:22][N:23]1[CH2:24][CH2:25][CH:26]([C:29]2[CH:30]=[C:31]([NH:35][C:36](=[O:40])[CH:37]([CH3:38])[CH3:39])[CH:32]=[CH:33][CH:34]=2)[CH2:27][CH2:28]1. Reported procedure: Prepared by Procedure A and Scheme AN using 2-methoxyphenol and N-(3-{1-[6-(2-fluorophenyl)-6-hydroxyhexyl]-4-piperidinyl}phenyl)-2-methylpropanamide: ESMS m/e: 547.0 (M+H)+.